Dataset: the Open Reaction Database (ORD), a public repository of structured organic reaction records. Task: describe an organic reaction: reactants, conditions, products, and yield Starting materials: C(N)(=O)C=1N=C2N(CCOC3=C2C=C(C(=C3)F)C#CC(C)(C)O)C1C(=O)O (2-Carbamoyl-9-fluoro-10-(3-hydroxy-3-methyl-but-1-ynyl)-5,6-dihydroimidazo[1,2-d][1,4]benzoxazepine-3-carboxylic acid), Cl.CN1CC(C1)N (1-methylazetidin-3-amine hydrochloride). Yields the product FC1=CC2=C(C=3N(CCO2)C(=C(N3)C(=O)N)C(=O)NC3CN(C3)C)C=C1C#CC(C)(C)O (9-fluoro-10-(3-hydroxy-3-methyl-but-1-ynyl)-N3-(1-methylazetidin-3-yl)-5,6-dihydroimidazo[1,2-d][1,4]benzoxazepine-2,3-dicarboxamide). Reaction SMILES: [C:1]([C:4]1[N:5]=[C:6]2[C:12]3[CH:13]=[C:14]([C:18]#[C:19][C:20]([OH:23])([CH3:22])[CH3:21])[C:15]([F:17])=[CH:16][C:11]=3[O:10][CH2:9][CH2:8][N:7]2[C:24]=1[C:25](O)=[O:26])(=[O:3])[NH2:2].Cl.[CH3:29][N:30]1[CH2:33][CH:32]([NH2:34])[CH2:31]1>>[F:17][C:15]1[C:14]([C:18]#[C:19][C:20]([OH:23])([CH3:21])[CH3:22])=[CH:13][C:12]2[C:6]3[N:7]([C:24]([C:25]([NH:34][CH:32]4[CH2:33][N:30]([CH3:29])[CH2:31]4)=[O:26])=[C:4]([C:1]([NH2:2])=[O:3])[N:5]=3)[CH2:8][CH2:9][O:10][C:11]=2[CH:16]=1 |f:1.2|. Procedure details: 2-Carbamoyl-9-fluoro-10-(3-hydroxy-3-methyl-but-1-ynyl)-5,6-dihydroimidazo[1,2-d][1,4]benzoxazepine-3-carboxylic acid (0.06 g) was reacted with 1-methylazetidin-3-amine hydrochloride similar to as described in Example 2 to afford 13.4 mg of 9-fluoro-10-(3-hydroxy-3-methyl-but-1-ynyl)-N3-(1-methylazetidin-3-yl)-5,6-dihydroimidazo[1,2-d][1,4]benzoxazepine-2,3-dicarboxamide following reverse phase hplc purification. MS (Q1) 442 (M)+. 1H NMR (400 MHz, DMSO) δ 11.76 (d, J=6.7 Hz, 1H), 8.61 (d, J=8.4 ... Reactants: CCCC[N+](CCCC)(CCCC)CCCC, C1CCOC1, CC(C)n1ncnc1-c1nc2c(s1)CCOc1ccc(C=O)cc1-2, [F-], C[Si](C)(C)C(F)(F)F. Product: CC(C)n1ncnc1-c1nc2c(s1)CCOc1ccc(C(O)C(F)(F)F)cc1-2. Reaction SMILES: [CH2:34]([N+:35]([CH2:36][CH2:37][CH2:38][CH3:39])([CH2:40][CH2:41][CH2:42][CH3:43])[CH2:44][CH2:45][CH2:46][CH3:47])[CH2:48][CH2:49][CH3:50].[CH2:51]1[O:52][CH2:53][CH2:54][CH2:55]1.[CH:1]([CH3:2])([CH3:3])[n:4]1[n:5][cH:6][n:7][c:8]1-[c:9]1[s:10][c:11]2[c:17]([n:18]1)-[c:16]1[c:15]([cH:22][cH:21][c:20]([CH:23]=[O:24])[cH:19]1)[O:14][CH2:13][CH2:12]2.[F-:33].[F:25][C:26]([F:27])([F:28])[Si:29]([CH3:30])([CH3:31])[CH3:32]>>[CH:1]([CH3:2])([CH3:3])[n:4]1[n:5][cH:6][n:7][c:8]1-[c:9]1[s:10][c:11]2[c:17]([n:18]1)-[c:16]1[c:15]([cH:22][cH:21][c:20]([CH:23]([OH:24])[C:26]([F:25])([F:27])[F:28])[cH:19]1)[O:14][CH2:13][CH2:12]2.